From a dataset of the Open Reaction Database (ORD), a public repository of structured organic reaction records. describe an organic reaction: reactants, conditions, products, and yield The reactants are C1(CC1)N1C=C(C(C2=CC(=C(C(=C12)F)F)F)=O)C(=O)O (1-cyclopropyl-6,7,8-trifluoro-4-oxo-1,4-dihydroquinoline-3-carboxylic acid), Cl.Cl.NCC1CNCC1=NOC(C)(C)C (3-aminomethyl-4-t-butyloxyiminopyrrolidine dihydrochloride). The product is NCC1CN(CC1=NOC(C)(C)C)C1=C(C=C2C(C(=CN(C2=C1F)C1CC1)C(=O)O)=O)F (7-(3-aminomethyl-4-t-butyloxyiminopyrrolidin-1-yl)-1-cyclopropyl-6,8-difluoro-4-oxo-1,4-dihydroquinoline-3-carboxylic acid). The yield is 67.3%. Reaction SMILES: [CH:1]1([N:4]2[C:13]3[C:8](=[CH:9][C:10]([F:16])=[C:11](F)[C:12]=3[F:14])[C:7](=[O:17])[C:6]([C:18]([OH:20])=[O:19])=[CH:5]2)[CH2:3][CH2:2]1.Cl.Cl.[NH2:23][CH2:24][CH:25]1[C:29](=[N:30][O:31][C:32]([CH3:35])([CH3:34])[CH3:33])[CH2:28][NH:27][CH2:26]1>>[NH2:23][CH2:24][CH:25]1[C:29](=[N:30][O:31][C:32]([CH3:35])([CH3:34])[CH3:33])[CH2:28][N:27]([C:11]2[C:12]([F:14])=[C:13]3[C:8]([C:7](=[O:17])[C:6]([C:18]([OH:20])=[O:19])=[CH:5][N:4]3[CH:1]3[CH2:3][CH2:2]3)=[CH:9][C:10]=2[F:16])[CH2:26]1 |f:1.2.3|. Procedure: 141 mg (0.5 mmole) of 1-cyclopropyl-6,7,8-trifluoro-4-oxo-1,4-dihydroquinoline-3-carboxylic acid and 143 mg (0.55 mmole) of 3-aminomethyl-4-t-butyloxyiminopyrrolidine dihydrochloride were refluxed for 2.5 hours under heating according to the same manner as Example 89 and cooled down to room temperature. Then, the resulting product was then separated and purified with preparative HPLC to obtain 151 mg (Yield: 67%) of the title compound. Reactants: C(C)OC(=O)C=1N(N=NC1C1=C(C=C(C=C1)Br)F)C[Si](C)(C)C (5-(4-bromo-2-fluoro-phenyl)-3-trimethylsilanylmethyl-3H-[1,2,3]triazole-4-carboxylic acid ethyl ester), O (water), CCCC[N+](CCCC)(CCCC)CCCC.[F-] (TBAF). The solvent is O1CCCC1 (tetrahydrofuran), C1CCOC1 (THF). Conditions: temperature 0 celsius, time 20 minute. Yields the product C(C)OC(=O)C=1N(N=NC1C1=C(C=C(C=C1)Br)F)C (5-(4-bromo-2-fluoro-phenyl)-3-methyl-3H-[1,2,3]triazole-4-carboxylic acid ethyl ester). Yield: 57.6%. RXN SMILES: [CH2:1]([O:3][C:4]([C:6]1[N:7]([CH2:19][Si](C)(C)C)[N:8]=[N:9][C:10]=1[C:11]1[CH:16]=[CH:15][C:14]([Br:17])=[CH:13][C:12]=1[F:18])=[O:5])[CH3:2].O.CCCC[N+](CCCC)(CCCC)CCCC.[F-]>O1CCCC1>[CH2:1]([O:3][C:4]([C:6]1[N:7]([CH3:19])[N:8]=[N:9][C:10]=1[C:11]1[CH:16]=[CH:15][C:14]([Br:17])=[CH:13][C:12]=1[F:18])=[O:5])[CH3:2] |f:2.3|. Procedure: In a 250 mL round-bottomed flask, 5-(4-bromo-2-fluoro-phenyl)-3-trimethylsilanylmethyl-3H-[1,2,3]triazole-4-carboxylic acid ethyl ester (616 mg, 1.54 mmol) and water (55.4 mg, 55.4 μL, 3.08 mmol, Eq: 2) were combined with tetrahydrofuran (13 mL) to give a light yellow solution. The reaction was cooled to 0° C. and 1M TBAF in THF (1.85 ml, 1.85 mmol, Eq: 1.2) was added. The reaction was stirred for 20 mins at 0° C. then concentrated in vacuo. The crude material was purified by flash chromatograph... Yield: 58.3%. RXN SMILES: C([O-])=O.[NH4+].[C:5]([O:9][C:10]([NH:12][CH2:13][CH2:14][O:15][CH2:16][C:17]1[CH:18]=[C:19]([CH:43]=[CH:44][CH:45]=1)[CH2:20][CH2:21][NH:22][C:23]1[C:24](=[O:42])[N:25]([CH2:31][C:32]([O:34]CC2C=CC=CC=2)=[O:33])[C:26]([CH3:30])=[C:27](Cl)[N:28]=1)=[O:11])([CH3:8])([CH3:7])[CH3:6]>[Pd].C(#N)C>[C:5]([O:9][C:10]([NH:12][CH2:13][CH2:14][O:15][CH2:16][C:17]1[CH:18]=[C:19]([CH:43]=[CH:44][CH:45]=1)[CH2:20][CH2:21][NH:22][C:23]1[C:24](=[O:42])[N:25]([CH2:31][C:32]([OH:34])=[O:33])[C:26]([CH3:30])=[CH:27][N:28]=1)=[O:11])([CH3:6])([CH3:7])[CH3:8] |f:0.1|. Run at time 8 hour. Yields the product C(C)(C)(C)OC(=O)NCCOCC=1C=C(CCNC=2C(N(C(=CN2)C)CC(=O)O)=O)C=CC1 (2-[3-{[3-({2-[(tert-Butoxycarbonyl)amino]ethoxy}methyl)phenethyl]amino}-6-methyl-2-oxo-1(2H)-pyrazinyl]acetic acid). Reactants: C(=O)[O-].[NH4+] (Ammonium formate), C(C)(C)(C)OC(=O)NCCOCC=1C=C(CCNC=2C(N(C(=C(N2)Cl)C)CC(=O)OCC2=CC=CC=C2)=O)C=CC1 (benzyl 2-[3-{[3-({2-[(tert-butoxycarbonyl)amino]ethoxy}methyl)phenethyl]amino}-5-chloro-6-methyl-2-oxo-1(2H)-pyrazinyl]acetate). Reported procedure: Ammonium formate (425 mg, 6.74 mmol) and 10% palladium on charcoal (200 mg) was added to a solution of benzyl 2-[3-{[3-({2-[(tert-butoxycarbonyl)amino]ethoxy}methyl)phenethyl]amino}-5-chloro-6-methyl-2-oxo-1(2H)-pyrazinyl]acetate (preparation 106) (392 mg, 0.67 mmol) in acetonitrile (10 ml), and the reaction stirred at room temperature overnight. The reaction mixture was filtered through Whatman® fibre, and the filtrate concentrated under reduced pressure. The residue was suspended in dichlorome... Reagents/catalysts: [Pd] (palladium on charcoal). Run in C(C)#N (acetonitrile). The reactants are O=C(NC1C2CC3CC(C2)CC1C3)c1cnn(-c2ccccc2)c1Cl, NCc1cccnc1. Yields the product O=C(NC1C2CC3CC(C2)CC1C3)c1cnn(-c2ccccc2)c1NCc1cccnc1. RXN SMILES: [CH:1]12[CH:2]([NH:11][C:12](=[O:13])[c:14]3[cH:15][n:16][n:17](-[c:20]4[cH:21][cH:22][cH:23][cH:24][cH:25]4)[c:18]3[Cl:19])[CH:3]3[CH2:4][CH:5]([CH2:6][CH:7]([CH2:8]1)[CH2:9]3)[CH2:10]2.[NH2:26][CH2:27][c:28]1[cH:29][n:30][cH:31][cH:32][cH:33]1>>[CH:1]12[CH:2]([NH:11][C:12](=[O:13])[c:14]3[cH:15][n:16][n:17](-[c:20]4[cH:21][cH:22][cH:23][cH:24][cH:25]4)[c:18]3[NH:26][CH2:27][c:28]3[cH:29][n:30][cH:31][cH:32][cH:33]3)[CH:3]3[CH2:4][CH:5]([CH2:6][CH:7]([CH2:8]1)[CH2:9]3)[CH2:10]2. The reactants are OC1=C(C=O)C=C(C=C1)I (2-hydroxy-5-iodo-benzaldehyde), C(C)(C)(C)OC(=O)N1CC2OC2CC1 (7-oxa-3-aza-bicyclo[4.1.0]heptane-3-carboxylic acid tert-butyl ester), EtOAc Hexanes, Cl (HCl). Solvent: CN(C)C=O (DMF), [K] (potassium). Conditions: temperature 80 celsius, time 2 day. Product: C(C)(C)(C)OC(=O)N1CC(C(CC1)OC1=C(C=C(C=C1)I)C=O)O (racemic 4-(2-formyl-4-iodo-phenoxy)-3-hydroxy-piperidine-1-carboxylic acid tert-butyl ester). RXN SMILES: [OH:1][C:2]1[CH:9]=[CH:8][C:7]([I:10])=[CH:6][C:3]=1[CH:4]=[O:5].[C:11]([O:15][C:16]([N:18]1[CH2:24][CH2:23][CH:22]2[CH:20]([O:21]2)[CH2:19]1)=[O:17])([CH3:14])([CH3:13])[CH3:12].Cl>CN(C=O)C.[K]>[C:11]([O:15][C:16]([N:18]1[CH2:24][CH2:23][CH:22]([O:1][C:2]2[CH:9]=[CH:8][C:7]([I:10])=[CH:6][C:3]=2[CH:4]=[O:5])[CH:20]([OH:21])[CH2:19]1)=[O:17])([CH3:14])([CH3:12])[CH3:13] |^1:30|. Procedure details: To a stirred solution of 2-hydroxy-5-iodo-benzaldehyde (Aldrich, 4.96 g, 20 mmol) in DMF (80 mL), potassium carbobate (10 g, 60 mmol) and 7-oxa-3-aza-bicyclo[4.1.0]heptane-3-carboxylic acid tert-butyl ester (8 g, 40 mmol) were added and the mixture was stirred at 70° C. for three days and 80° C. for two days. The mixture was poured into 1N HCl and the mixture was extracted with EtOAc (3×50 mL). The extracts were combined and dried over sodium sulfate and concentrated to give an oil, which was ch... Reactants: [Si](C)(C)(C(C)(C)C)OCCN(C(=O)C1=NC(=NC(=C1OCC1=CC=CC=C1)O)CC1(CCCC1)C1=CC=CC2=CC=CC=C12)C (5-benzyloxy-6-hydroxy-2-(1-naphthalen-1-yl-cyclopentylmethyl)-pyrimidine-4-carboxylic acid [2-(tert-butyl-dimethylsilanyloxy)-ethyl]-methyl-amide), white solid, C(C1=CC=CC=C1)OC=1C(=NC(=NC1O)CC1(CCCC1)C1=CC=CC2=CC=CC=C12)C(=O)O (5-benzyloxy-6-hydroxy-2-(1-naphthalen-1-yl-cyclopentylmethyl)-pyrimidine-4-carboxylic acid), [Si](C)(C)(C(C)(C)C)OCCNCC1CC1 ([2-(tert-butyl-dimethylsilanyloxy)-ethyl]-cyclopropylmethyl-amine). The product is [Si](C)(C)(C(C)(C)C)OCCN(C(=O)C1=NC(=NC(=C1OCC1=CC=CC=C1)O)CC1(CCCC1)C1=CC=CC2=CC=CC=C12)CC1CC1 (5-Benzyloxy-6-hydroxy-2-(1-naphthalen-1-yl-cyclopentylmethyl)-pyrimidine-4-carboxylic acid [2-(tert-butyl-dimethylsilanyloxy)-ethyl]-cyclopropylmethyl-amide). Reaction SMILES: [Si:1]([O:8][CH2:9][CH2:10][N:11]([CH3:45])[C:12]([C:14]1[C:19]([O:20][CH2:21][C:22]2[CH:27]=[CH:26][CH:25]=[CH:24][CH:23]=2)=[C:18]([OH:28])[N:17]=[C:16]([CH2:29][C:30]2([C:35]3[C:44]4[C:39](=[CH:40][CH:41]=[CH:42][CH:43]=4)[CH:38]=[CH:37][CH:36]=3)[CH2:34][CH2:33][CH2:32][CH2:31]2)[N:15]=1)=[O:13])([C:4]([CH3:7])([CH3:6])[CH3:5])([CH3:3])[CH3:2].[CH2:46](OC1C(C(O)=O)=NC(CC2(C3C4C(=CC=CC=4)C=CC=3)CCCC2)=NC=1O)[C:47]1[CH:52]=CC=CC=1.[Si](OCCNCC1CC1)(C(C)(C)C)(C)C>>[Si:1]([O:8][CH2:9][CH2:10][N:11]([CH2:45][CH:52]1[CH2:47][CH2:46]1)[C:12]([C:14]1[C:19]([O:20][CH2:21][C:22]2[CH:23]=[CH:24][CH:25]=[CH:26][CH:27]=2)=[C:18]([OH:28])[N:17]=[C:16]([CH2:29][C:30]2([C:35]3[C:44]4[C:39](=[CH:40][CH:41]=[CH:42][CH:43]=4)[CH:38]=[CH:37][CH:36]=3)[CH2:31][CH2:32][CH2:33][CH2:34]2)[N:15]=1)=[O:13])([C:4]([CH3:6])([CH3:7])[CH3:5])([CH3:2])[CH3:3]. Procedure: This compound was prepared by following the same method as described for 5-benzyloxy-6-hydroxy-2-(1-naphthalen-1-yl-cyclopentylmethyl)-pyrimidine-4-carboxylic acid [2-(tert-butyl-dimethylsilanyloxy)-ethyl]-methyl-amide (350) from ‘5-benzyloxy-6-hydroxy-2-(1-naphthalen-1-yl-cyclopentylmethyl)-pyrimidine-4-carboxylic acid (345) (225 mg, 0.50 mmol) and [2-(tert-butyl-dimethylsilanyloxy)-ethyl]-cyclopropylmethyl-amine (8i) (170 mg, 0.74 mmol). The yield was 307 mg, 93% of a white solid. Reactants: resultant mixture, BrCCCCBr (1,4-dibromobutane), C([O-])([O-])=O.[K+].[K+] (potassium carbonate), CC1=COC2=C(C(N1)=O)C=CC(=C2)C (4,5-dihydro-3,8-dimethyl-1,4-benzoxazepin-5-one). Solvent: CC(=O)C (acetone). Product: BrCCCCN1C(=COC2=C(C1=O)C=CC(=C2)C)C (4-(4-bromobutyl)-4,5-dihydro-3,8-dimethyl-1,4-benzoxazepin-5-one). Yield: 68.0%. As a reaction SMILES: [CH3:1][C:2]1[NH:8][C:7](=[O:9])[C:6]2[CH:10]=[CH:11][C:12]([CH3:14])=[CH:13][C:5]=2[O:4][CH:3]=1.[Br:15][CH2:16][CH2:17][CH2:18][CH2:19]Br.C(=O)([O-])[O-].[K+].[K+]>CC(C)=O>[Br:15][CH2:16][CH2:17][CH2:18][CH2:19][N:8]1[C:7](=[O:9])[C:6]2[CH:10]=[CH:11][C:12]([CH3:14])=[CH:13][C:5]=2[O:4][CH:3]=[C:2]1[CH3:1] |f:2.3.4|. Procedure details: 2.84 g of 4,5-dihydro-3,8-dimethyl-1,4-benzoxazepin-5-one was dissolved in 75 ml of acetone, 12.9 g (4 equivalents) of 1,4-dibromobutane and 6.22 g (3 equivalents) of potassium carbonate were added, then the resultant mixture was heated and refluxed for 12 hours. This was allowed to cool, then was filtered, the filtrate was concentrated, and the residue was refined by silica gel column chromatography (hexane:ethyl acetate=3:1) to obtain the above-referenced compound in an amount of 3.3 g (yield ... Product: C(CCC)C=1N(C(=CN1)C(C1=C(C=C(C=C1)OC)OCC(=O)OCC)=S)OCOC(C)[Si](C)(C)C (2-n-Butyl-5-(2-ethoxycarbonylmethoxy-4-methoxythiobenzoyl)-1-trimethylsilylethyloxymethoxy-1H-imidazole). The reactants are C(CCC)C=1N(C(=CN1)C(C1=C(C=C(C=C1)OC)OCC(=O)OCC)=O)OCOC(C)[Si](C)(C)C (2-n-Butyl-5-(2-ethoxycarbonylmethoxy-4-methoxybenzoyl)-1-trimethylsilylethyloxymethoxy-1H-imidazole), COC1=CC=C(C=C1)P1(SP(S1)(C1=CC=C(C=C1)OC)=S)=S (2,4-bis(4-methoxyphenyl)-1,3-dithia-2,4-diphosphetane-2,4-disulfide). Procedure: 2-n-Butyl-5-(2-ethoxycarbonylmethoxy-4-methoxybenzoyl)-1-trimethylsilylethyloxymethoxy-1H-imidazole(475 mg, 0.97 mmol) dissolved in toluene (5 ml) was mixed with 2,4-bis(4-methoxyphenyl)-1,3-dithia-2,4-diphosphetane-2,4-disulfide (Lawesson's reagent) (215 mg, 0.532 mmol) and the solution heated to 80° for 1 h under argon. The reaction was cooled and the toluene solution applied directly to a silica gel column. Elution with 25-30% EtOAc/hexanes afforded the title compound as a deep purple-blue oi... The solvent is C1(=CC=CC=C1)C (toluene), C1(=CC=CC=C1)C (toluene). RXN SMILES: [CH2:1]([C:5]1[N:6]([O:27][CH2:28][O:29][CH:30]([Si:32]([CH3:35])([CH3:34])[CH3:33])[CH3:31])[C:7]([C:10](=O)[C:11]2[CH:16]=[CH:15][C:14]([O:17][CH3:18])=[CH:13][C:12]=2[O:19][CH2:20][C:21]([O:23][CH2:24][CH3:25])=[O:22])=[CH:8][N:9]=1)[CH2:2][CH2:3][CH3:4].COC1C=CC(P2(=S)SP(=S)(C3C=CC(OC)=CC=3)[S:45]2)=CC=1>C1(C)C=CC=CC=1>[CH2:1]([C:5]1[N:6]([O:27][CH2:28][O:29][CH:30]([Si:32]([CH3:35])([CH3:34])[CH3:33])[CH3:31])[C:7]([C:10](=[S:45])[C:11]2[CH:16]=[CH:15][C:14]([O:17][CH3:18])=[CH:13][C:12]=2[O:19][CH2:20][C:21]([O:23][CH2:24][CH3:25])=[O:22])=[CH:8][N:9]=1)[CH2:2][CH2:3][CH3:4]. Product: C(#N)C1=CC=C(C=C1)S (4-cyanobenzenethiol). Yield: 30.0%. Reaction SMILES: O(CC)C([S:4][C:5]1[CH:10]=[CH:9][C:8]([C:11]#[N:12])=[CH:7][CH:6]=1)=S.[OH-].[K+]>C(O)C>[C:11]([C:8]1[CH:9]=[CH:10][C:5]([SH:4])=[CH:6][CH:7]=1)#[N:12] |f:1.2|. Procedure details: The ethyl 4-cyanophenyl xanthate was dissolved in ethanol (500 ml) and the solution was refluxed. Potassium hydroxide (112 g, 2 m) was added slowly to the resulting hot solution. Thereafter, the reaction mixture solution was refluxed for approximately three hours. The ethanol was distilled off from the reaction mixture and water (100 ml) was added. The reaction mixture was acidified with 6 N sulfuric acid and the reaction product was extracted with ether. The extract was washed with water and dr... Starting materials: O(C(=S)SC1=CC=C(C=C1)C#N)CC (ethyl 4-cyanophenyl xanthate), [OH-].[K+] (Potassium hydroxide). Run in C(C)O (ethanol).